Dataset: the Open Reaction Database (ORD), a public repository of structured organic reaction records. Task: describe an organic reaction: reactants, conditions, products, and yield As a reaction SMILES: [C:1]([CH3:2])(=[O:3])[O:4][CH:5]1[C:6](=[O:25])[N:7]([CH:11]2[CH:12]([O:17][CH2:18][c:19]3[cH:20][cH:21][cH:22][cH:23][cH:24]3)[CH2:13][CH2:14][CH2:15][CH2:16]2)[C:8](=[O:10])[CH2:9]1.[CH3:26][c:27]1[cH:28][cH:29][cH:30][cH:31][cH:32]1>>[C:1]([CH3:2])(=[O:3])[O:4][CH:5]1[C:6](=[O:25])[N:7]([CH:11]2[CH:12]([OH:17])[CH2:13][CH2:14][CH2:15][CH2:16]2)[C:8](=[O:10])[CH2:9]1. The reactants are CC(=O)OC1CC(=O)N(C2CCCCC2OCc2ccccc2)C1=O, Cc1ccccc1. Yields the product CC(=O)OC1CC(=O)N(C2CCCCC2O)C1=O.